Dataset: the Open Reaction Database (ORD), a public repository of structured organic reaction records. Task: describe an organic reaction: reactants, conditions, products, and yield Starting materials: C(C)(C)(C)OC(=O)N1CCN(CC1)C1=CC=C2C=C(N=CC2=C1C1CC1)C(=O)O (7-(4-(tert-butoxycarbonyl)piperazin-1-yl)-8-cyclopropylisoquinoline-3-carboxylic acid), C1(=C(C=CC=C1)N)N (o-Phenylenediamine), C1=CC2=C(N=C1)N(N=N2)O (HOAT), CCN=C=NCCCN(C)C (EDCI), CCN(C(C)C)C(C)C (DIPEA). Solvent: CN(C)C=O (DMF). Run at temperature 60 celsius, time 8 hour. Product: NC1=C(C=CC=C1)NC(=O)C=1N=CC2=C(C(=CC=C2C1)N1CCN(CC1)C(=O)OC(C)(C)C)C1CC1 (tert-butyl 4-(3-(2-aminophenylcarbamoyl)-8-cyclopropylisoquinolin-7-yl)piperazine-1-carboxylate). The yield is 109.4%. Reaction SMILES: [C:1]([O:5][C:6]([N:8]1[CH2:13][CH2:12][N:11]([C:14]2[C:23]([CH:24]3[CH2:26][CH2:25]3)=[C:22]3[C:17]([CH:18]=[C:19]([C:27]([OH:29])=O)[N:20]=[CH:21]3)=[CH:16][CH:15]=2)[CH2:10][CH2:9]1)=[O:7])([CH3:4])([CH3:3])[CH3:2].[C:30]1([NH2:37])[CH:35]=[CH:34][CH:33]=[CH:32][C:31]=1[NH2:36].C1C=NC2N(O)N=NC=2C=1.CCN=C=NCCCN(C)C.CCN(C(C)C)C(C)C>CN(C=O)C>[NH2:36][C:31]1[CH:32]=[CH:33][CH:34]=[CH:35][C:30]=1[NH:37][C:27]([C:19]1[N:20]=[CH:21][C:22]2[C:17]([CH:18]=1)=[CH:16][CH:15]=[C:14]([N:11]1[CH2:10][CH2:9][N:8]([C:6]([O:5][C:1]([CH3:3])([CH3:2])[CH3:4])=[O:7])[CH2:13][CH2:12]1)[C:23]=2[CH:24]1[CH2:25][CH2:26]1)=[O:29]. Procedure: To a solution of 7-(4-(tert-butoxycarbonyl)piperazin-1-yl)-8-cyclopropylisoquinoline-3-carboxylic acid (60 mg, 0.15 mmol) and o-Phenylenediamine (16 mg, 0.15 mmol) in DMF (5 mL) was added HOAT (41 mg, 0.3 mmol), EDCI (46 mg, 0.3 mmol), and DIPEA (77 mg, 0.6 mmol). The reaction mixture was stirred at 60° C. overnight. After extraction by EA, the combined organic layers were dried by anhydrous Na2SO4 and concentrated in vacuo to afford tert-butyl 4-(3-(2-aminophenylcarbamoyl)-8-cyclopropylisoquino... Starting materials: C(CC)N1CC(C1)C1=CC=C(C=C1)N (4-(1-propyl-azetidin-3-yl)phenylamine), BrC1=CC=C(C=C1)S(=O)(=O)Cl (4-bromobenzenesulfonyl chloride). Solvent: C(Cl)Cl.N1=CC=CC=C1 (CH2Cl2 pyridine). Product: BrC1=CC=C(C=C1)S(=O)(=O)NC1=CC=C(C=C1)C1CN(C1)CCC (4-Bromo-N-[4-(1-propyl-azetidin-3-yl)-phenyl]-benzenesulfonamide). The yield is 51.2%. Reaction SMILES: [CH2:1]([N:4]1[CH2:7][CH:6]([C:8]2[CH:13]=[CH:12][C:11]([NH2:14])=[CH:10][CH:9]=2)[CH2:5]1)[CH2:2][CH3:3].[Br:15][C:16]1[CH:21]=[CH:20][C:19]([S:22](Cl)(=[O:24])=[O:23])=[CH:18][CH:17]=1>C(Cl)Cl.N1C=CC=CC=1>[Br:15][C:16]1[CH:21]=[CH:20][C:19]([S:22]([NH:14][C:11]2[CH:10]=[CH:9][C:8]([CH:6]3[CH2:5][N:4]([CH2:1][CH2:2][CH3:3])[CH2:7]3)=[CH:13][CH:12]=2)(=[O:24])=[O:23])=[CH:18][CH:17]=1 |f:2.3|. Procedure details: Following the same procedure as described in example 55, 4-(1-propyl-azetidin-3-yl)phenylamine (1 g, 5.25 mmol) in CH2Cl2/pyridine 9:1 (50 ml) was treated with 4-bromobenzenesulfonyl chloride (1.34 g, 5.25 mmol). Purification of the crude product by flash column chromatography (CH2Cl2:methanol, 95:5) provided the title compound (1.1 g, 51%) as a colourless gum. Starting materials: C[O-], CCO, C1=CCC(C2C3CC4CC(C3)CC2C4)=C1, [Na+], O=C(c1ccccc1)c1ccccc1. The product is C1=CC(=C(c2ccccc2)c2ccccc2)C=C1C1C2CC3CC(C2)CC1C3. Reaction SMILES: [CH3:30][O-:31].[CH3:33][CH2:34][OH:35].[CH:1]12[CH:2]([C:11]3=[CH:12][CH:13]=[CH:14][CH2:15]3)[CH:3]3[CH2:4][CH:5]([CH2:6][CH:7]([CH2:8]1)[CH2:9]3)[CH2:10]2.[Na+:32].[O:16]=[C:17]([c:18]1[cH:19][cH:20][cH:21][cH:22][cH:23]1)[c:24]1[cH:25][cH:26][cH:27][cH:28][cH:29]1>>[CH:1]12[CH:2]([C:11]3=[CH:12][C:13](=[C:17]([c:18]4[cH:19][cH:20][cH:21][cH:22][cH:23]4)[c:24]4[cH:25][cH:26][cH:27][cH:28][cH:29]4)[CH:14]=[CH:15]3)[CH:3]3[CH2:4][CH:5]([CH2:6][CH:7]([CH2:8]1)[CH2:9]3)[CH2:10]2. The reactants are [H][H] (hydrogen), BrC1=CC=C(C=C1)C1(CN(C1)C=1NC(C2=C(N1)N(C=C2)C)=O)C (2-(3-(4-bromophenyl)-3-methylazetidin-1-yl)-7-methyl-3H-pyrrolo[2,3-d]pyrimidin-4(7H)-one). The reagents and catalysts are [Pd] (palladium on carbon). Run in C(C)(=O)OCC (ethyl acetate), CO (methanol). Reaction conditions: time 8 hour. Yields the product ethyl acetate hexanes, CN1C=CC2=C1N=C(NC2=O)N2CC(C2)(C2=CC=CC=C2)C (7-methyl-2-(3-methyl-3-phenyl-azetidin-1-yl)-3,7-dihydro-pyrrolo[2,3-d]pyrimidin-4-one). Yield: 54.6%. RXN SMILES: Br[C:2]1[CH:7]=[CH:6][C:5]([C:8]2([CH3:23])[CH2:11][N:10]([C:12]3[NH:13][C:14](=[O:22])[C:15]4[CH:20]=[CH:19][N:18]([CH3:21])[C:16]=4[N:17]=3)[CH2:9]2)=[CH:4][CH:3]=1.[H][H]>C(OCC)(=O)C.CO.[Pd]>[CH3:21][N:18]1[C:16]2[N:17]=[C:12]([N:10]3[CH2:9][C:8]([CH3:23])([C:5]4[CH:6]=[CH:7][CH:2]=[CH:3][CH:4]=4)[CH2:11]3)[NH:13][C:14](=[O:22])[C:15]=2[CH:20]=[CH:19]1. Reported procedure: A mixture of 2-(3-(4-bromophenyl)-3-methylazetidin-1-yl)-7-methyl-3H-pyrrolo[2,3-d]pyrimidin-4(7H)-one (100.3 mg, 269 μmol) in ethyl acetate (2.7 mL) and methanol (2.8 mL) was treated with 10% palladium on carbon (9.2 mg, ˜10% weight of starting material used). The flask was capped with a rubber septum and a hydrogen balloon was attached. The reaction was stirred at room temperature overnight. At this time, the reaction was concentrated in vacuo onto Celite®. Flash chromatography (24 g silica ge... Reactants: C(C)OC(=O)C=1C(=NN2C1C=CC=C2OCC2=C(C=CC=C2F)F)C (7-[(2,6-Difluorobenzyl)oxy]-2-methylpyrazolo[1,5-a]pyridine-3-carboxylic Acid ethyl Ester), [OH-].[Na+] (sodium hydroxide). The solvent is O1CCOCC1 (dioxane). Conditions: time 72 hour. Product: FC1=C(COC2=CC=CC=3N2N=C(C3C(=O)O)C)C(=CC=C1)F (7-[(2,6-Difluorobenzyl)oxy]-2-methylpyrazolo[1,5-a]pyridine-3-carboxylic Acid). Reaction SMILES: C([O:3][C:4]([C:6]1[C:7]([CH3:25])=[N:8][N:9]2[C:14]([O:15][CH2:16][C:17]3[C:22]([F:23])=[CH:21][CH:20]=[CH:19][C:18]=3[F:24])=[CH:13][CH:12]=[CH:11][C:10]=12)=[O:5])C.[OH-].[Na+]>O1CCOCC1>[F:24][C:18]1[CH:19]=[CH:20][CH:21]=[C:22]([F:23])[C:17]=1[CH2:16][O:15][C:14]1[N:9]2[N:8]=[C:7]([CH3:25])[C:6]([C:4]([OH:5])=[O:3])=[C:10]2[CH:11]=[CH:12][CH:13]=1 |f:1.2|. Reported procedure: A solution of 200 mg (0.228 mmol, 43% pure) of 7-[(2,6-difluorobenzyl)oxy]-2-methylpyrazolo[1,5-a]pyridine-3-carboxylic acid ethyl ester from Example 129A in 3 ml of dioxane was admixed with 1 ml of 2 N sodium hydroxide solution. The resulting mixture was stirred at room temperature for 72 h. The solvent was drawn off under reduced pressure and the residue was purified by flash chromatography using a prepacked silica gel cartridge (eluent:dichloromethane-methanol 100:1 to 10:1), which gave 100 m... Reaction SMILES: [C:26]([CH3:27])([CH3:28])([CH3:29])[O:30][C:31](=[O:32])[NH:33][c:34]1[c:35]([C:46](=[O:47])[OH:48])[n:36][c:37](-[c:39]2[c:40]([F:45])[cH:41][cH:42][cH:43][cH:44]2)[s:38]1.[CH:1]1([n:4]2[n:5][cH:6][c:7]([N+:23]([O-:24])=[O:25])[c:8]2[N:9]2[CH2:10][CH2:11][CH:12]([NH:16][C:17]([C:18]([F:19])([F:20])[F:21])=[O:22])[CH2:13][CH2:14][CH2:15]2)[CH2:2][CH2:3]1>>[CH:1]1([n:4]2[n:5][cH:6][c:7]([NH:23][C:46]([c:35]3[c:34]([NH:33][C:31]([O:30][C:26]([CH3:27])([CH3:28])[CH3:29])=[O:32])[s:38][c:37](-[c:39]4[c:40]([F:45])[cH:41][cH:42][cH:43][cH:44]4)[n:36]3)=[O:47])[c:8]2[N:9]2[CH2:10][CH2:11][CH:12]([NH:16][C:17]([C:18]([F:19])([F:20])[F:21])=[O:22])[CH2:13][CH2:14][CH2:15]2)[CH2:2][CH2:3]1. The product is CC(C)(C)OC(=O)Nc1sc(-c2ccccc2F)nc1C(=O)Nc1cnn(C2CC2)c1N1CCCC(NC(=O)C(F)(F)F)CC1. The reactants are CC(C)(C)OC(=O)Nc1sc(-c2ccccc2F)nc1C(=O)O, O=C(NC1CCCN(c2c([N+](=O)[O-])cnn2C2CC2)CC1)C(F)(F)F. Starting materials: FC1(CCC(CC1)CNC(=O)C=1C=2C=CC(=NC2C=CC1Cl)C=1CCNCC1)F (6-chloro-2-(1,2,3,6-tetrahydro-pyridin-4-yl)-quinoline-5-carboxylic acid (4,4-difluorocyclohexylmethyl)-amide), CC(=O)C (acetone), C(C)(=O)O (acetic acid), C(#N)[BH3-].[Na+] (Sodium cyanoborohydride). Run in ClCCCl (1,2-dichloroethane). Conditions: time 1 hour. Product: FC1(CCC(CC1)CNC(=O)C=1C=2C=CC(=NC2C=CC1Cl)C=1CCN(CC1)C(C)C)F (6-chloro-2-(1-isopropyl-1,2,3,6-tetrahydro-pyridin-4-yl)-quinoline-5-carboxylic acid (4,4-difluoro-cyclohexyl methyl)-amide). Yield: 63.6%. RXN SMILES: [F:1][C:2]1([F:29])[CH2:7][CH2:6][CH:5]([CH2:8][NH:9][C:10]([C:12]2[C:13]3[CH:14]=[CH:15][C:16]([C:23]4[CH2:24][CH2:25][NH:26][CH2:27][CH:28]=4)=[N:17][C:18]=3[CH:19]=[CH:20][C:21]=2[Cl:22])=[O:11])[CH2:4][CH2:3]1.[CH3:30][C:31]([CH3:33])=O.C(O)(=O)C.C([BH3-])#N.[Na+]>ClCCCl>[F:29][C:2]1([F:1])[CH2:7][CH2:6][CH:5]([CH2:8][NH:9][C:10]([C:12]2[C:13]3[CH:14]=[CH:15][C:16]([C:23]4[CH2:24][CH2:25][N:26]([CH:31]([CH3:33])[CH3:30])[CH2:27][CH:28]=4)=[N:17][C:18]=3[CH:19]=[CH:20][C:21]=2[Cl:22])=[O:11])[CH2:4][CH2:3]1 |f:3.4|. Reported procedure: To a stirred solution of 6-chloro-2-(1,2,3,6-tetrahydro-pyridin-4-yl)-quinoline-5-carboxylic acid (4,4-difluorocyclohexylmethyl)-amide (150.00 mg, 0.33 mmol, 1.00 eq) in 1,2-dichloroethane (5.00 mL, 33.33 V) was added acetone (0.05 mL, 0.66 mmol, 2.00 eq) and glacial acetic acid (0.04 mL, 0.66 mmol, 2.00 eq), then the reaction mixture was stirred at RT for 1 h and then cooled to 0° C. Sodium cyanoborohydride (43.54 mg, 0.66 mmol, 2.00 eq) was added and stirred at RT for 16 h. The solvent was rem... Reactants: OC(CC(=O)[O-])CC (beta-hydroxyvalerate), C1(CC(C)O1)=O (racemic beta-butyrolactone), C1(CC(CC)O1)=O (racemic beta-valerolactone), C1(CC(C)O1)=O (racemic beta-butyrolactone). Yields the product OC(CC(=O)[O-])C (beta-hydroxybutyrate), OC(CC(=O)[O-])CC (beta-hydroxyvalerate). Reaction SMILES: C1(=O)OC(C)C1.C1(=O)OC(CC)C1.[OH:14][CH:15]([CH2:20][CH3:21])[CH2:16][C:17]([O-:19])=[O:18]>>[OH:14][CH:15]([CH3:20])[CH2:16][C:17]([O-:19])=[O:18].[OH:14][CH:15]([CH2:20][CH3:21])[CH2:16][C:17]([O-:19])=[O:18]. Procedure details: Copolymers of beta-hydroxybutyrate and beta-hydroxyvalerate containing 30 mole percent beta-hydroxyvalerate were prepared by repeating the process of Example II with the exception that the dry racemic beta-butyrolactone employed was replaced by a mixture containing 30 mole percent of dry racemic beta-valerolactone with 70 mole percent racemic beta-butyrolactone. The resulting copolymer was a mixture of stereoregular and stereoirregular copolymers containing 30 mole percent beta-hydroxyvalerate a... Starting materials: C(C)N(C1=NC(=CC(=C1)C1=NC(=NO1)C1=CC(=C(OC[C@@H](CNC(CO)=O)O)C(=C1)C)CC)C)CC (N-(3-{4-[5-(2-diethylamino-6-methyl-pyridin-4-yl)-[1,2,4]oxadiazol-3-yl]-2-ethyl-6-methyl-phenoxy}-(R)-2-hydroxy-propyl)-2-hydroxy-acetamide), NC[C@@H](COC1=C(C=C(C=C1C)C1=NOC(=N1)C1=CC(=NC(=C1)C)N(CC)CC)CC)O ((S)-1-amino-3-{4-[5-(2-diethylamino-6-methyl-pyridin-4-yl)-[1,2,4]oxadiazol-3-yl]-2-ethyl-6-methyl-phenoxy}-propan-2-ol). The product is C(C)N(C1=NC(=CC(=C1)C1=NC(=NO1)C1=CC(=C(OC[C@H](CNC(CO)=O)O)C(=C1)C)CC)C)CC (N-(3-{4-[5-(2-Diethylamino-6-methyl-pyridin-4-yl)-[1,2,4]oxadiazol-3-yl]-2-ethyl-6-methyl-phenoxy}-(S)-2-hydroxy-propyl)-2-hydroxy-acetamide). As a reaction SMILES: [CH2:1]([N:3]([CH2:35][CH3:36])[C:4]1[CH:9]=[C:8]([C:10]2[O:14][N:13]=[C:12]([C:15]3[CH:30]=[C:29]([CH3:31])[C:18]([O:19][CH2:20][C@H:21]([OH:28])[CH2:22][NH:23][C:24](=[O:27])[CH2:25][OH:26])=[C:17]([CH2:32][CH3:33])[CH:16]=3)[N:11]=2)[CH:7]=[C:6]([CH3:34])[N:5]=1)[CH3:2].NC[C@H](O)COC1C(C)=CC(C2N=C(C3C=C(C)N=C(N(CC)CC)C=3)ON=2)=CC=1CC>>[CH2:35]([N:3]([CH2:1][CH3:2])[C:4]1[CH:9]=[C:8]([C:10]2[O:14][N:13]=[C:12]([C:15]3[CH:30]=[C:29]([CH3:31])[C:18]([O:19][CH2:20][C@@H:21]([OH:28])[CH2:22][NH:23][C:24](=[O:27])[CH2:25][OH:26])=[C:17]([CH2:32][CH3:33])[CH:16]=3)[N:11]=2)[CH:7]=[C:6]([CH3:34])[N:5]=1)[CH3:36]. Procedure details: N-(3-{4-[5-(2-Diethylamino-6-methyl-pyridin-4-yl)-[1,2,4]oxadiazol-3-yl]-2-ethyl-6-methyl-phenoxy}-(S)-2-hydroxy-propyl)-2-hydroxy-acetamide is prepared in analogy to N-(3-{4-[5-(2-diethylamino-6-methyl-pyridin-4-yl)-[1,2,4]oxadiazol-3-yl]-2-ethyl-6-methyl-phenoxy}-(R)-2-hydroxy-propyl)-2-hydroxy-acetamide starting from (S)-1-amino-3-{4-[5-(2-diethylamino-6-methyl-pyridin-4-yl)-[1,2,4]oxadiazol-3-yl]-2-ethyl-6-methyl-phenoxy}-propan-2-ol; LC-MS: tR=0.78 min; [M+1]+=498.20; 1H NMR (CDCl3): δ 1.24...